This data is from the Open Reaction Database (ORD), a public repository of structured organic reaction records. The task is: describe an organic reaction: reactants, conditions, products, and yield The reactants are C(C)(C)(C)OC(NC1=C(C=C(C(=C1)N(C)C(C)C)C#N)NC(CC(C1=CC(=CC=C1)N1N=NC=C1COC1OCCCC1)=O)=O)=O ((RS)-[4-cyano-5-(isopropyl-methyl-amino)-2-(3-oxo-3-{3-[5-(tetrahydro-pyran-2-yloxymethyl)-[1,2,3]triazol-1-yl]-phenyl}-propionylamino)-phenyl]-carbamic acid tert-butyl ester), C(=O)(C(F)(F)F)O (TFA). Solvent: C(Cl)Cl (CH2Cl2). The product is OCC1=CN=NN1C=1C=C(C=CC1)C=1CC(NC2=C(N1)C=C(C(=C2)C#N)N(C)C(C)C)=O (2-[3-(5-Hydroxymethyl-[1,2,3]triazol-1-yl)-phenyl]-8-(isopropyl-methyl-amino)-4-oxo-4,5-dihydro-3H-benzo[b][1,4]diazepine-7-carbonitrile), solid. Isolated yield 77.0%. RXN SMILES: C(OC(=O)[NH:7][C:8]1[CH:13]=[C:12]([N:14]([CH:16]([CH3:18])[CH3:17])[CH3:15])[C:11]([C:19]#[N:20])=[CH:10][C:9]=1[NH:21][C:22](=[O:45])[CH2:23][C:24](=O)[C:25]1[CH:30]=[CH:29][CH:28]=[C:27]([N:31]2[C:35]([CH2:36][O:37]C3CCCCO3)=[CH:34][N:33]=[N:32]2)[CH:26]=1)(C)(C)C.C(O)(C(F)(F)F)=O>C(Cl)Cl>[OH:37][CH2:36][C:35]1[N:31]([C:27]2[CH:26]=[C:25]([C:24]3[CH2:23][C:22](=[O:45])[NH:21][C:9]4[CH:10]=[C:11]([C:19]#[N:20])[C:12]([N:14]([CH:16]([CH3:18])[CH3:17])[CH3:15])=[CH:13][C:8]=4[N:7]=3)[CH:30]=[CH:29][CH:28]=2)[N:32]=[N:33][CH:34]=1. Procedure: The title compound was prepared from (RS)-[4-cyano-5-(isopropyl-methyl-amino)-2-(3-oxo-3-{3-[5-(tetrahydro-pyran-2-yloxymethyl)-[1,2,3]triazol-1-yl]-phenyl}-propionylamino)-phenyl]-carbamic acid tert-butyl ester (Example M96) (0.45 g, 0.71 mmol) by treatment with TFA in CH2Cl2 according to the general procedure N. Obtained as a yellow solid (236 mg, 77%).